describe an organic reaction: reactants, conditions, products, and yield From a dataset of the Open Reaction Database (ORD), a public repository of structured organic reaction records. Starting materials: ice water, FC(C=1C=C(CN(C(C2=CN=C(C=C2C2=C(C=CC=C2)C)N2CCN(CC2)CC#N)=O)C)C=C(C1)C(F)(F)F)(F)F (N-(3,5-bis-trifluoromethyl-benzyl)-6-(4-cyanomethyl-piperazin-1-yl)-N-methyl-4-o-tolyl-nicotinamide), [N-]=[N+]=[N-].[Na+] (sodium azide), [Cl-].C(C)[NH+](CC)CC (triethylammonium chloride), Cl (hydrochloric acid). Solvent: CN1C(CCC1)=O (1-methyl-2-pyrrolidone). Yields the product FC(C=1C=C(CN(C(C2=CN=C(C=C2C2=C(C=CC=C2)C)N2CCN(CC2)CC2=NN=NN2)=O)C)C=C(C1)C(F)(F)F)(F)F (N-(3,5-Bis-trifluoromethyl-benzyl)-N-methyl-6-[4-(1H-tetrazol-5-ylmethyl)-piperazin-1-yl]-4-o-tolyl-nicotinamide). Isolated yield 90.3%. RXN SMILES: [F:1][C:2]([F:41])([F:40])[C:3]1[CH:4]=[C:5]([CH:33]=[C:34]([C:36]([F:39])([F:38])[F:37])[CH:35]=1)[CH2:6][N:7]([CH3:32])[C:8](=[O:31])[C:9]1[C:14]([C:15]2[CH:20]=[CH:19][CH:18]=[CH:17][C:16]=2[CH3:21])=[CH:13][C:12]([N:22]2[CH2:27][CH2:26][N:25]([CH2:28][C:29]#[N:30])[CH2:24][CH2:23]2)=[N:11][CH:10]=1.[N-:42]=[N+:43]=[N-:44].[Na+].[Cl-].C([NH+](CC)CC)C.Cl>CN1CCCC1=O>[F:41][C:2]([F:40])([F:1])[C:3]1[CH:4]=[C:5]([CH:33]=[C:34]([C:36]([F:38])([F:39])[F:37])[CH:35]=1)[CH2:6][N:7]([CH3:32])[C:8](=[O:31])[C:9]1[C:14]([C:15]2[CH:20]=[CH:19][CH:18]=[CH:17][C:16]=2[CH3:21])=[CH:13][C:12]([N:22]2[CH2:23][CH2:24][N:25]([CH2:28][C:29]3[NH:44][N:43]=[N:42][N:30]=3)[CH2:26][CH2:27]2)=[N:11][CH:10]=1 |f:1.2,3.4|. Procedure: A mixture of 0.10 g (0.17 mmol) N-(3,5-bis-trifluoromethyl-benzyl)-6-(4-cyanomethyl-piperazin-1-yl)-N-methyl-4-o-tolyl-nicotinamide (Example 55), 34 mg (0.52 mmol) sodium azide and 36 mg (0.26 mmol) triethylammonium chloride in 1 ml 1-methyl-2-pyrrolidone was heated at reflux for 2 h. After cooling to room temperature 6 ml ice water were added. The mixture was acidified with 1N hydrochloric acid solution to pH 1-2 and extracted with dichloromethane. Drying of the combined extracts with sodium su... Reactants: C[O-], Cc1ccccc1, CO, Cc1cc(Cl)cc(C(=O)c2ccc(Cl)cc2)c1O, NCCC(=O)O, [Na+]. Product: Cc1cc(Cl)cc(C(=NCCC(=O)O)c2ccc(Cl)cc2)c1O. RXN SMILES: [CH3:19][O-:20].[CH3:28][c:29]1[cH:30][cH:31][cH:32][cH:33][cH:34]1.[CH3:35][OH:36].[Cl:1][c:2]1[cH:3][c:4]([CH3:18])[c:5]([OH:17])[c:6]([C:8](=[O:9])[c:10]2[cH:11][cH:12][c:13]([Cl:16])[cH:14][cH:15]2)[cH:7]1.[NH2:22][CH2:23][CH2:24][C:25](=[O:26])[OH:27].[Na+:21]>>[Cl:1][c:2]1[cH:3][c:4]([CH3:18])[c:5]([OH:17])[c:6]([C:8]([c:10]2[cH:11][cH:12][c:13]([Cl:16])[cH:14][cH:15]2)=[N:22][CH2:23][CH2:24][C:25](=[O:26])[OH:27])[cH:7]1. The reactants are Cc1ccccc1, COC(=O)C(=O)Cl, CCC(=O)c1ccc(F)cc1Nc1ccccc1. Product: CCC(=O)c1ccc(F)cc1N(C(=O)C(=O)OC)c1ccccc1. As a reaction SMILES: [CH3:26][c:27]1[cH:28][cH:29][cH:30][cH:31][cH:32]1.[Cl:19][C:20]([C:21](=[O:22])[O:23][CH3:24])=[O:25].[F:1][c:2]1[cH:3][c:4]([NH:12][c:13]2[cH:14][cH:15][cH:16][cH:17][cH:18]2)[c:5]([C:8]([CH2:9][CH3:10])=[O:11])[cH:6][cH:7]1>>[F:1][c:2]1[cH:3][c:4]([N:12]([c:13]2[cH:14][cH:15][cH:16][cH:17][cH:18]2)[C:20]([C:21](=[O:22])[O:23][CH3:24])=[O:25])[c:5]([C:8]([CH2:9][CH3:10])=[O:11])[cH:6][cH:7]1. The reactants are CS(N)(=O)=O, O=C(Cl)C(Oc1cccc(C(F)(F)F)c1)c1ccc(Cl)cc1, [Na], C1CCOC1. Yields the product CS(=O)(=O)NC(=O)C(Oc1cccc(C(F)(F)F)c1)c1ccc(Cl)cc1. As a reaction SMILES: [CH3:24][S:25](=[O:26])(=[O:27])[NH2:28].[F:1][C:2]([c:3]1[cH:4][c:5]([O:6][CH:7]([C:8](=[O:9])[Cl:10])[c:11]2[cH:12][cH:13][c:14]([Cl:17])[cH:15][cH:16]2)[cH:18][cH:19][cH:20]1)([F:21])[F:22].[Na:23].[O:29]1[CH2:30][CH2:31][CH2:32][CH2:33]1>>[F:1][C:2]([c:3]1[cH:4][c:5]([O:6][CH:7]([C:8](=[O:9])[NH:28][S:25]([CH3:24])(=[O:26])=[O:27])[c:11]2[cH:12][cH:13][c:14]([Cl:17])[cH:15][cH:16]2)[cH:18][cH:19][cH:20]1)([F:21])[F:22]. The reactants are COC(=O)CN(CCCNC(=O)OC(C)(C)C)C(=O)Cn1cc(C)c(=O)[nH]c1=O, CO, [Na+], [OH-], O. Yields the product Cc1cn(CC(=O)N(CCCNC(=O)OC(C)(C)C)CC(=O)O)c(=O)[nH]c1=O. RXN SMILES: [CH3:1][O:2][C:3]([CH2:4][N:5]([C:6]([CH2:7][n:8]1[c:9](=[O:10])[nH:11][c:12](=[O:13])[c:14]([CH3:15])[cH:16]1)=[O:17])[CH2:18][CH2:19][CH2:20][NH:21][C:22](=[O:23])[O:24][C:25]([CH3:26])([CH3:27])[CH3:28])=[O:29].[CH3:33][OH:34].[Na+:31].[OH-:30].[OH2:32]>>[O:2]=[C:3]([CH2:4][N:5]([C:6]([CH2:7][n:8]1[c:9](=[O:10])[nH:11][c:12](=[O:13])[c:14]([CH3:15])[cH:16]1)=[O:17])[CH2:18][CH2:19][CH2:20][NH:21][C:22](=[O:23])[O:24][C:25]([CH3:26])([CH3:27])[CH3:28])[OH:29]. Starting materials: ClC1=C2C=CC=NC2=C(C=C1)O (5Chloro-8-hydroxyquinoline), C([O-])([O-])=O.[K+].[K+] (potassium carbonate), stainless steel, C(=O)=O (CO2). The solvent is O (water). Conditions: temperature 170 celsius. Yields the product ClC1=C2C=CC=NC2=C(C(=C1)C(=O)O)O (5-Chloro-8-hydroxyquinoline-7-carboxylic Acid). The yield is 23.8%. RXN SMILES: [Cl:1][C:2]1[CH:11]=[CH:10][C:9]([OH:12])=[C:8]2[C:3]=1[CH:4]=[CH:5][CH:6]=[N:7]2.[C:13](=O)([O-:15])[O-:14].[K+].[K+].C(=O)=O>O>[Cl:1][C:2]1[CH:11]=[C:10]([C:13]([OH:15])=[O:14])[C:9]([OH:12])=[C:8]2[C:3]=1[CH:4]=[CH:5][CH:6]=[N:7]2 |f:1.2.3|. Reported procedure: 5Chloro-8-hydroxyquinoline (5.00 g) and potassium carbonate (11.54 g) are mixed together in a stainless steel bomb and heated to 170° C. under 800 p.s.i. CO2 for 7 days. The reaction is cooled and the resulting solid is dissolved in 800 mL water. The insoluble material is filtered and partitioned between 800 mL water and 400 mL EtOAc in a separatory funnel. The aqueous layer is washed with EtOAc (3×400 mL). The aqueous layer is then acidified to pH 4.5 with conc. HCl. The resulting solid is coll... The reactants are O=Cc1ccc(Br)cc1, CC(=O)O[BH-](OC(C)=O)OC(C)=O, CO, [Cl-], ClCCl, Cl, [K+], NCC(N)=O, [Na+], [Na+], [OH-], O. Product: NC(=O)CNCc1ccc(Br)cc1. RXN SMILES: [Br:9][c:10]1[cH:11][cH:12][c:13]([CH:14]=[O:15])[cH:16][cH:17]1.[C:18]([O:19][BH-:20]([O:21][C:22](=[O:23])[CH3:24])[O:25][C:26](=[O:27])[CH3:28])(=[O:29])[CH3:30].[CH3:32][OH:33].[Cl-:39].[Cl:35][CH2:36][Cl:37].[ClH:1].[K+:8].[NH2:2][CH2:3][C:4](=[O:5])[NH2:6].[Na+:31].[Na+:38].[OH-:7].[OH2:34]>>[NH:2]([CH2:3][C:4](=[O:5])[NH2:6])[CH2:14][c:13]1[cH:12][cH:11][c:10]([Br:9])[cH:17][cH:16]1. Reactants: BrC1=CC=C(C=C1)C(CC)=O (1-(4-bromophenyl)-1-propanone), FC(C1=NNC=2CCCCC12)(F)F (3-(trifluoromethyl)-4,5,6,7-tetrahydro-1H-indazole). Yields the product FC(C1=NN(C=2CCCCC12)C1=CC=C(C=C1)C(CC)=O)(F)F (1-{4-[3-(trifluoromethyl)-4,5,6,7-tetrahydro-1H-indazol-1-yl]phenyl}-1-propanone). RXN SMILES: Br[C:2]1[CH:7]=[CH:6][C:5]([C:8](=[O:11])[CH2:9][CH3:10])=[CH:4][CH:3]=1.[F:12][C:13]([F:24])([F:23])[C:14]1[C:22]2[CH2:21][CH2:20][CH2:19][CH2:18][C:17]=2[NH:16][N:15]=1>>[F:24][C:13]([F:12])([F:23])[C:14]1[C:22]2[CH2:21][CH2:20][CH2:19][CH2:18][C:17]=2[N:16]([C:2]2[CH:7]=[CH:6][C:5]([C:8](=[O:11])[CH2:9][CH3:10])=[CH:4][CH:3]=2)[N:15]=1. Procedure: The title compound was prepared from 1-(4-bromophenyl)-1-propanone and 3-(trifluoromethyl)-4,5,6,7-tetrahydro-1H-indazole using a similar procedure to that described for Example 1. Starting materials: C1(=CC=CC=C1)C1=CN=C(S1)NC(=O)NN1CCN(CC1)CC(=O)N1CCCC1 (N-(5-phenylthiazol-2-yl)-N′-[4-(pyrrolidinocarbonylmethyl)piperazin-1-yl]-urea), [N+](=O)([O-])C1=CC=C(OC(=O)NC=2SC(=CN2)C2=CC=CC=C2)C=C1 (2-(4-nitrophenoxycarbonyl)amino-5-phenylthiazole). Product: N1(CCCC1)C(=O)CN1CCNCC1 (1-(pyrrolidinocarbonylmethyl)piperazine). RXN SMILES: [N+](C1C=CC(OC(NC2SC(C3C=CC=CC=3)=CN=2)=O)=CC=1)([O-])=O.C1(C2SC(NC(N[N:40]3[CH2:45][CH2:44][N:43]([CH2:46][C:47]([N:49]4[CH2:53][CH2:52][CH2:51][CH2:50]4)=[O:48])[CH2:42][CH2:41]3)=O)=NC=2)C=CC=CC=1>>[N:49]1([C:47]([CH2:46][N:43]2[CH2:42][CH2:41][NH:40][CH2:45][CH2:44]2)=[O:48])[CH2:50][CH2:51][CH2:52][CH2:53]1. Procedure: In a manner identical to that described above in Scheme 2, from 200 mg (0.59 mmol) of 2-(4-nitrophenoxycarbonyl)amino-5-phenylthiazole and 117 mg (0.59 mmol) of 1-(pyrrolidinocarbonylmethyl)piperazine was obtained 12 as an amorphous white powder after lyophilization. H1 NMR (DMSO-d6): 1.82 (m, 2H), 1.94 (m, 2H), 3.13 (br m, 2H), 3.38 (complex, 6H), 3.52 (br m, 2H), 4.34 (br m, 2H), 7.28 (t, 1H), 7.41 (t, 2H), 7.56 (t, 2H), 7.78 (s, 1H), 10.14 (br s, 1H). High Res. FAB MS: Theo. Mass=400.1802; me... Yields the product CN1C=NC(=C1)C(C)(C#C)O ((±)-2-(1-Methyl-1H-imidazol-4-yl)but-3-yn-2-ol). Solvent: CO (methanol). Run at temperature 50 celsius, time 2 hour. The reactants are O.O.[F-].[K+] (potassium fluoride dihydrate), CN1C=NC(=C1)C(C)(C#C[Si](C)(C)C)O (2-(1-methyl-1H-imidazol-4-yl)-4-(trimethylsilyl)but-3-yn-2-ol). Reaction SMILES: O.O.[F-].[K+].[CH3:5][N:6]1[CH:10]=[C:9]([C:11]([OH:19])([C:13]#[C:14][Si](C)(C)C)[CH3:12])[N:8]=[CH:7]1>CO>[CH3:5][N:6]1[CH:10]=[C:9]([C:11]([OH:19])([C:13]#[CH:14])[CH3:12])[N:8]=[CH:7]1 |f:0.1.2.3|. Procedure: Into a 15-mL Schlenk tube, was placed a suspension of potassium fluoride dihydrate (940 mg, 10.00 mmol, 2.50 equiv) and 2-(1-methyl-1H-imidazol-4-yl)-4-(trimethylsilyl)but-3-yn-2-ol (888 mg, 3.99 mmol, 1.00 equiv) in methanol (10 mL). The resulting solution was stirred for 2 h at 50° C. Then most of solvent was concentrated under vacuum and the resulting mixture was diluted with 30 mL of ethyl acetate. The resulting mixture was washed with 2×10 mL of water and 1×10 mL of brine. The mixture was d...